The task is: describe an organic reaction: reactants, conditions, products, and yield. This data is from the Open Reaction Database (ORD), a public repository of structured organic reaction records. The reactants are Clc1cc(Br)cnc1Cl, CCOC(=O)CC(=O)OCC, [H-], [Na+], CN(C)C=O. The product is CCOC(=O)C(C(=O)OCC)c1ncc(Br)cc1Cl. Reaction SMILES: [Br:14][c:15]1[cH:16][c:17]([Cl:22])[c:18]([Cl:21])[n:19][cH:20]1.[C:1]([CH2:2][C:3](=[O:4])[O:5][CH2:6][CH3:7])(=[O:8])[O:9][CH2:10][CH3:11].[H-:13].[Na+:12].[O:23]=[CH:24][N:25]([CH3:26])[CH3:27]>>[C:1]([CH:2]([C:3](=[O:4])[O:5][CH2:6][CH3:7])[c:18]1[c:17]([Cl:22])[cH:16][c:15]([Br:14])[cH:20][n:19]1)(=[O:8])[O:9][CH2:10][CH3:11]. The reactants are C1CCOC1, Cc1c(-c2ccc(C(=O)Cl)s2)noc1C(F)(F)F, Nc1cnccc1Cl. Yields the product Cc1c(-c2ccc(C(=O)Nc3cnccc3Cl)s2)noc1C(F)(F)F. RXN SMILES: [CH2:27]1[O:28][CH2:29][CH2:30][CH2:31]1.[CH3:9][c:10]1[c:11](-[c:19]2[cH:20][cH:21][c:22]([C:24](=[O:25])[Cl:26])[s:23]2)[n:12][o:13][c:14]1[C:15]([F:16])([F:17])[F:18].[NH2:1][c:2]1[cH:3][n:4][cH:5][cH:6][c:7]1[Cl:8]>>[NH:1]([c:2]1[cH:3][n:4][cH:5][cH:6][c:7]1[Cl:8])[C:24]([c:22]1[cH:21][cH:20][c:19](-[c:11]2[c:10]([CH3:9])[c:14]([C:15]([F:16])([F:17])[F:18])[o:13][n:12]2)[s:23]1)=[O:25].